This data is from the Open Reaction Database (ORD), a public repository of structured organic reaction records. The task is: describe an organic reaction: reactants, conditions, products, and yield Reactants: CC(=O)SCC(Cc1ccccc1)C(=O)O, COC(=O)c1ccnc(N)c1, COC(=O)c1cccnc1N, c1ccncc1. The product is COC(=O)c1ccnc(NC(=O)C(CSC(C)=O)Cc2ccccc2)c1. As a reaction SMILES: [C:12]([CH3:13])(=[O:14])[S:15][CH2:16][CH:17]([C:18](=[O:19])[OH:20])[CH2:21][c:22]1[cH:23][cH:24][cH:25][cH:26][cH:27]1.[NH2:1][c:2]1[cH:3][c:4]([C:5](=[O:6])[O:7][CH3:8])[cH:9][cH:10][n:11]1.[NH2:28][c:29]1[n:30][cH:31][cH:32][cH:33][c:34]1[C:35]([O:36][CH3:37])=[O:38].[cH:39]1[cH:40][cH:41][n:42][cH:43][cH:44]1>>[NH:1]([c:2]1[cH:3][c:4]([C:5](=[O:6])[O:7][CH3:8])[cH:9][cH:10][n:11]1)[C:18]([CH:17]([CH2:16][S:15][C:12]([CH3:13])=[O:14])[CH2:21][c:22]1[cH:23][cH:24][cH:25][cH:26][cH:27]1)=[O:19].